From a dataset of the Open Reaction Database (ORD), a public repository of structured organic reaction records. describe an organic reaction: reactants, conditions, products, and yield Starting materials: N1=CC=CC2=CC=C3C=CC=NC3=C12 (1,10-phenanthroline), Cl (HCl), IC1=CC=C(C=C1)C(C(=O)O)C1CC1 (4-Iodophenylcyclopropyl acetic acid), COC1=CC=C(C=C1)N1N=C(C2=C1C(NCC2)=O)C(=O)OCC (1-(4-methoxyphenyl)-3-(ethoxycarbonyl)-1,4,5,6-tetrahydro-7H-pyrazolo[3,4-c]pyridin-7-one), C(=O)([O-])[O-].[K+].[K+] (K2CO3). The reagents and catalysts are [Cu]I (CuI). Solvent: CCOC(=O)C (EtOAc), CS(=O)C (DMSO). Run at temperature 110 celsius, time 8 hour. Product: C(C)OC(=O)C1=NN(C=2C(N(CCC21)C2=CC=C(C=C2)C2(CC2)C(=O)O)=O)C2=CC=C(C=C2)OC (1-{4-[3-(ethoxycarbonyl)-1-(4-methoxyphenyl)-7-oxo-1,4,5,7-tetrahydro-6H-pyrazolo[3,4-c]pyridin-6-yl]phenyl}cyclopropanecarboxylic acid). Yield: 72.6%. RXN SMILES: I[C:2]1[CH:7]=[CH:6][C:5]([CH:8]([CH:12]2[CH2:14]C2)[C:9]([OH:11])=[O:10])=[CH:4][CH:3]=1.[CH3:15][O:16][C:17]1[CH:22]=[CH:21][C:20]([N:23]2[C:27]3[C:28](=[O:32])[NH:29][CH2:30][CH2:31][C:26]=3[C:25]([C:33]([O:35][CH2:36][CH3:37])=[O:34])=[N:24]2)=[CH:19][CH:18]=1.C([O-])([O-])=O.[K+].[K+].N1C2C(=CC=C3C=2N=CC=C3)C=CC=1.Cl>CS(C)=O.[Cu]I.CCOC(C)=O>[CH2:36]([O:35][C:33]([C:25]1[C:26]2[CH2:31][CH2:30][N:29]([C:2]3[CH:3]=[CH:4][C:5]([C:8]4([C:9]([OH:11])=[O:10])[CH2:12][CH2:14]4)=[CH:6][CH:7]=3)[C:28](=[O:32])[C:27]=2[N:23]([C:20]2[CH:19]=[CH:18][C:17]([O:16][CH3:15])=[CH:22][CH:21]=2)[N:24]=1)=[O:34])[CH3:37] |f:2.3.4|. Procedure details: Part A. 4-Iodophenylcyclopropyl acetic acid (1.93 g, 6.70 mmol) and 1-(4-methoxyphenyl)-3-(ethoxycarbonyl)-1,4,5,6-tetrahydro-7H-pyrazolo[3,4-c]pyridin-7-one (1.41 g, 4.46 mmol) were stirred in DMSO (4 mL) under N2. K2CO3 (1.84 g, 13.33 mmol, 3.0 eq) was added followed by the addition of 1,10-phenanthroline (0.15 g, 20 mol %) and CuI (0.16 g, 20 mol %). The resulting mixture was stirred at 110° C. overnight. LC-MS showed completion of the reaction. EtOAc was added to the cooled solution. It was ...